This data is from the Open Reaction Database (ORD), a public repository of structured organic reaction records. The task is: describe an organic reaction: reactants, conditions, products, and yield The reactants are O (water), palladium dichlorobis(triphenylphosphine), N1N=CC=C1 (pyrazole), aqueous solution, [OH-].[Na+] (sodium hydroxide), ClC1=NN=C2N1N=C(C=C2)Cl (3,6-dichloro-1,2,4-triazolo[4,3-b]pyridazine). Run in COCCOC (1,2-dimethoxyethane). Conditions: temperature 65 celsius, time 30 minute. Product: N=1N=CN2N=CC=CC21 (1,2,4-triazolo[4,3-b]pyridazine). RXN SMILES: N1C=CC=N1.[OH-].[Na+].Cl[C:9]1[N:13]2[N:14]=[C:15](Cl)[CH:16]=[CH:17][C:12]2=[N:11][N:10]=1.O>COCCOC>[N:11]1[N:10]=[CH:9][N:13]2[C:12]=1[CH:17]=[CH:16][CH:15]=[N:14]2 |f:1.2|. Procedure details: 0.61 g of 1-methyl-4-(4,4,5,5-tetramethyl-1,3,2-dioxaborolan-2-yl)-1H)-pyrazole and 5.3 cm3 of a 1N aqueous solution of sodium hydroxide are added to a mixture of 0.5 g of commercial 3,6-dichloro-1,2,4-triazolo[4,3-b]pyridazine in 15 cm3 of 1,2-dimethoxyethane. The reaction mixture is stirred at a temperature in the region of 20° C. for 30 minutes before the addition of 92 mg of palladium dichlorobis(triphenylphosphine). The reaction mixture is then stirred at 65° C. for 30 minutes, and then bro... Reactants: CCO, CCOC(C)=O, O=C(c1ccc([N+](=O)[O-])cc1)N1Cc2cccn2Cc2ccccc21. Yields the product Nc1ccc(C(=O)N2Cc3cccn3Cc3ccccc32)cc1. Reaction SMILES: [CH2:32]([OH:33])[CH3:34].[CH3:26][CH2:27][O:28][C:29](=[O:30])[CH3:31].[N+:1]([O-:2])(=[O:3])[c:4]1[cH:5][cH:6][c:7]([C:8](=[O:9])[N:10]2[CH2:11][c:12]3[n:13]([cH:21][cH:22][cH:23]3)[CH2:14][c:15]3[c:16]2[cH:17][cH:18][cH:19][cH:20]3)[cH:24][cH:25]1>>[NH2:1][c:4]1[cH:5][cH:6][c:7]([C:8](=[O:9])[N:10]2[CH2:11][c:12]3[n:13]([cH:21][cH:22][cH:23]3)[CH2:14][c:15]3[c:16]2[cH:17][cH:18][cH:19][cH:20]3)[cH:24][cH:25]1.